Dataset: the Open Reaction Database (ORD), a public repository of structured organic reaction records. Task: describe an organic reaction: reactants, conditions, products, and yield Starting materials: BrCCN1C(C=2C(C1=O)=CC=CC2)=O (N-(2-bromoethyl)phthalimide), N1=CC(=CC=C1)C(C1=CC=CC=C1)N1CCNCC1 (4-[α-(3-pyridyl)benzyl]piperazine). Yields the product N1=CC(=CC=C1)C(C1=CC=CC=C1)N1CCN(CC1)CCN1C(C=2C(C1=O)=CC=CC2)=O (4-[α-(3-Pyridyl)benzyl]-1-(2-phthalimidoethyl)piperazine). Yield: 53.0%. RXN SMILES: Br[CH2:2][CH2:3][N:4]1[C:8](=[O:9])[C:7]2=[CH:10][CH:11]=[CH:12][CH:13]=[C:6]2[C:5]1=[O:14].[N:15]1[CH:20]=[CH:19][CH:18]=[C:17]([CH:21]([N:28]2[CH2:33][CH2:32][NH:31][CH2:30][CH2:29]2)[C:22]2[CH:27]=[CH:26][CH:25]=[CH:24][CH:23]=2)[CH:16]=1>>[N:15]1[CH:20]=[CH:19][CH:18]=[C:17]([CH:21]([N:28]2[CH2:33][CH2:32][N:31]([CH2:2][CH2:3][N:4]3[C:8](=[O:9])[C:7]4=[CH:10][CH:11]=[CH:12][CH:13]=[C:6]4[C:5]3=[O:14])[CH2:30][CH2:29]2)[C:22]2[CH:23]=[CH:24][CH:25]=[CH:26][CH:27]=2)[CH:16]=1. Reported procedure: The title compound was prepared in a yield of 53% in a similar manner to that described in Preparation 1' by reacting N-(2-bromoethyl)phthalimide and 4-[α-(3-pyridyl)benzyl]piperazine. Starting materials: C(C1=CC=CC=C1)OC(=O)N[C@@H](CC(=O)OCC)C1=CC=CC=C1 (ethyl (S)-3-benzyloxycarbonylamino-3-phenylpropionate), Cl (HCl). Run in C(C)O (ethanol), [Pd] (Pd), Ph. The product is Cl.N[C@@H](CC(=O)OCC)C1=CC=CC=C1 (Ethyl (S)-3-amino-3-phenylpropionate hydrochloride). RXN SMILES: C(OC([NH:11][C@H:12]([C:19]1[CH:24]=[CH:23][CH:22]=[CH:21][CH:20]=1)[CH2:13][C:14]([O:16][CH2:17][CH3:18])=[O:15])=O)C1C=CC=CC=1.[ClH:25]>C(O)C.[Pd]>[ClH:25].[NH2:11][C@H:12]([C:19]1[CH:24]=[CH:23][CH:22]=[CH:21][CH:20]=1)[CH2:13][C:14]([O:16][CH2:17][CH3:18])=[O:15] |f:4.5|. Procedure details: 10.29 g of ethyl (S)-3-benzyloxycarbonylamino-3-phenylpropionate (31.44 mmol) are dissolved in 125 ml of ethanol and hydrogenated catalytically over Pd/active charcoal at a Ph of 4 using an automated burette and while adding 2N ethanolic HCl. The catalyst is filtered off with suction through kieselguhr and the filtrate is concentrated. The residue is triturated with diethyl ether, filtered off with suction, washed with diethyl ether and dried over phosphorus pentoxide. Reactants: ClC=1N=C(C2=C(N1)C=CS2)OC2=CC(=CC=C2)[N+](=O)[O-] (2-chloro-4-(3-nitrophenoxy)thieno[3,2-d]pyrimidine), CN1CCN(CC1)C=1C=CC(=NC1)N (5-(4-methylpiperazin-1-yl)piridin-2-amine), C([O-])([O-])=O.[Cs+].[Cs+] (cesium carbonate). The reagents and catalysts are C1=CC=C(C=C1)/C=C/C(=O)/C=C/C2=CC=CC=C2.C1=CC=C(C=C1)/C=C/C(=O)/C=C/C2=CC=CC=C2.[Pd] (tris(dibenzylideneacetone)dipalladium(O)). The solvent is O1CCOCC1 (1,4-dioxane). Run at time 5 minute. Product: CN1CCN(CC1)C=1C=CC(=NC1)NC=1N=C(C2=C(N1)C=CS2)OC2=CC(=CC=C2)[N+](=O)[O-] (N-(5-(4-methylpiperazin-1-yl)piridin-2-yl)-4-(3-nitrophenoxy)thieno[3,2-d]pyrimidin-2-amine). The yield is 70.1%. As a reaction SMILES: Cl[C:2]1[N:3]=[C:4]([O:11][C:12]2[CH:17]=[CH:16][CH:15]=[C:14]([N+:18]([O-:20])=[O:19])[CH:13]=2)[C:5]2[S:10][CH:9]=[CH:8][C:6]=2[N:7]=1.[CH3:21][N:22]1[CH2:27][CH2:26][N:25]([C:28]2[CH:29]=[CH:30][C:31]([NH2:34])=[N:32][CH:33]=2)[CH2:24][CH2:23]1.C(=O)([O-])[O-].[Cs+].[Cs+]>O1CCOCC1.C1C=CC(/C=C/C(/C=C/C2C=CC=CC=2)=O)=CC=1.C1C=CC(/C=C/C(/C=C/C2C=CC=CC=2)=O)=CC=1.[Pd]>[CH3:21][N:22]1[CH2:27][CH2:26][N:25]([C:28]2[CH:29]=[CH:30][C:31]([NH:34][C:2]3[N:3]=[C:4]([O:11][C:12]4[CH:17]=[CH:16][CH:15]=[C:14]([N+:18]([O-:20])=[O:19])[CH:13]=4)[C:5]4[S:10][CH:9]=[CH:8][C:6]=4[N:7]=3)=[N:32][CH:33]=2)[CH2:24][CH2:23]1 |f:2.3.4,6.7.8|. Procedure: 0.6 g (1.94 mmol) of the compound obtained in Step 3 of Example 1 and 0.75 g (3.88 mmol) of 5-(4-methylpiperazin-1-yl)piridin-2-amine were dissolved in 8 ml of 1,4-dioxane, and 178 mg (0.2 mmol) of tris(dibenzylideneacetone)dipalladium(O) and 122 mg (0.2 mmol) of 2,2′-bis(diphenylphosphino)-1,1′-binaphthy were added thereto, and stirred for 5 minutes at room temperature. 1.27 g (3.88 mmol) of cesium carbonate was added thereto, and stirred for 3 hours at 100° C. Upon the completion of the reacti... Reactants: ClCOCC[Si](C)(C)C ((2-chloromethoxy-ethyl)-trimethyl-silane), BrC=1C=C2C=NNC2=C(C1)C (5-bromo-7-methyl-1H-indazole), CN(C1CCCCC1)C1CCCCC1 (N-methyldicyclohexylamine). The solvent is C1CCOC1 (THF). Reaction conditions: time 8 hour. Product: BrC=1C=C2C=NN(C2=C(C1)C)COCC[Si](C)(C)C (5-bromo-7-methyl-1-(2-trimethylsilanyl-ethoxymethyl)-1H-indazole). As a reaction SMILES: Cl[CH2:2][O:3][CH2:4][CH2:5][Si:6]([CH3:9])([CH3:8])[CH3:7].[Br:10][C:11]1[CH:12]=[C:13]2[C:17](=[C:18]([CH3:20])[CH:19]=1)[NH:16][N:15]=[CH:14]2.CN(C1CCCCC1)C1CCCCC1>C1COCC1>[Br:10][C:11]1[CH:12]=[C:13]2[C:17](=[C:18]([CH3:20])[CH:19]=1)[N:16]([CH2:2][O:3][CH2:4][CH2:5][Si:6]([CH3:9])([CH3:8])[CH3:7])[N:15]=[CH:14]2. Procedure: 1.95 mL (11.0 mmol) (2-chloromethoxy-ethyl)-trimethyl-silane were added to 2.11 g (10.0 mmol) 5-bromo-7-methyl-1H-indazole and 1.80 mL (12.3 mmol) N-methyldicyclohexylamine in 50 mL THF and stirred overnight at RT. The precipitate formed was filtered off and the filtrate was evaporated down. The residue was purified by flash chromatography. The reactants are [BH4-].[Na+] (Sodium borohydride), COC(C(CCN1C[C@H](C2(CC2)CC1)O)N1C(C(N(CC1)C1=CC(=CC=C1)C(F)(F)F)C)=O)=O (4-((S)-4-hydroxy-6-aza-spiro[2.5]oct-6-yl)-2-[3-methyl-2-oxo-4-(3-trifluoromethyl-phenyl)-piperazin-1-yl]-butyric acid methyl ester). The solvent is CCO (EtOH). Yields the product O[C@H]1C2(CC2)CCN(C1)CCC(CO)N1C(C(N(CC1)C1=CC(=CC=C1)C(F)(F)F)C)=O (1-[3-((S)-4-Hydroxy-6-aza-spiro[2.5]oct-6-yl)-1-hydroxymethyl-propyl]-3-methyl-4-(3-trifluoromethyl-phenyl)-piperazin-2-one). Isolated yield 54.2%. As a reaction SMILES: [BH4-].[Na+].C[O:4][C:5](=O)[CH:6]([N:18]1[CH2:23][CH2:22][N:21]([C:24]2[CH:29]=[CH:28][CH:27]=[C:26]([C:30]([F:33])([F:32])[F:31])[CH:25]=2)[CH:20]([CH3:34])[C:19]1=[O:35])[CH2:7][CH2:8][N:9]1[CH2:16][CH2:15][C:12]2([CH2:14][CH2:13]2)[C@H:11]([OH:17])[CH2:10]1>CCO>[OH:17][C@@H:11]1[CH2:10][N:9]([CH2:8][CH2:7][CH:6]([N:18]2[CH2:23][CH2:22][N:21]([C:24]3[CH:29]=[CH:28][CH:27]=[C:26]([C:30]([F:32])([F:33])[F:31])[CH:25]=3)[CH:20]([CH3:34])[C:19]2=[O:35])[CH2:5][OH:4])[CH2:16][CH2:15][C:12]21[CH2:13][CH2:14]2 |f:0.1|. Procedure details: Sodium borohydride (63 mg, 1.7 mmol) was added at RT to a solution of 4-((S)-4-hydroxy-6-aza-spiro[2.5]oct-6-yl)-2-[3-methyl-2-oxo-4-(3-trifluoromethyl-phenyl)-piperazin-1-yl]-butyric acid methyl ester (example 54; 80 mg, 0.17 mmol) in EtOH (2 mL). The reaction mixture was heated at reflux for 2 h, then after cooling partitioned between CH2Cl2 and 10% aq. KHSO4 solution. The organic layer was dried (MgSO4), filtered, and evaporated. Chromatography (IST Isolute® Flash NH2; EtOAc/MeOH 19:1) afford... Reactants: C(C)(C)[N-]C(C)C.[Li+] (lithium diisopropylamide), CN1C(N(C2=C(C1=O)C(=CS2)C(=O)OCC)CC(C)C)=O (Ethyl 1,2,3,4-tetrahydro-3-methyl-1-(isobutyl)-2,4-dioxothieno[2,3-d]pyrimidine-5-carboxylate), N1=CC=C(C2=CC=CC=C12)C=O (4-quinolinecarboxaldehyde). Solvent: C1CCOC1 (THF), C1CCOC1 (THF). Reaction conditions: temperature -78 celsius, time 1 hour. The product is OC(C1=C(C2=C(N(C(N(C2=O)C)=O)CC(C)C)S1)C(=O)OCC)C1=CC=NC2=CC=CC=C12 (Ethyl 1,2,3,4-tetrahydro-6[hydroxy (4-quinolinyl)methyl]-3-methyl-1-(isobutyl)-2,4-dioxothieno[2,3-d]pyrimidine-5-carboxylate). RXN SMILES: C([N-]C(C)C)(C)C.[Li+].[CH3:9][N:10]1[C:15](=[O:16])[C:14]2[C:17]([C:20]([O:22][CH2:23][CH3:24])=[O:21])=[CH:18][S:19][C:13]=2[N:12]([CH2:25][CH:26]([CH3:28])[CH3:27])[C:11]1=[O:29].[N:30]1[C:39]2[C:34](=[CH:35][CH:36]=[CH:37][CH:38]=2)[C:33]([CH:40]=[O:41])=[CH:32][CH:31]=1>C1COCC1>[OH:41][CH:40]([C:33]1[C:34]2[C:39](=[CH:38][CH:37]=[CH:36][CH:35]=2)[N:30]=[CH:31][CH:32]=1)[C:18]1[S:19][C:13]2[N:12]([CH2:25][CH:26]([CH3:28])[CH3:27])[C:11](=[O:29])[N:10]([CH3:9])[C:15](=[O:16])[C:14]=2[C:17]=1[C:20]([O:22][CH2:23][CH3:24])=[O:21] |f:0.1|. Reported procedure: A solution of lithium diisopropylamide (5.52 g) in anhydrous THF (80 ml) was added dropwise over 1 h to a stirred solution of the product of step c) (8.02 g) and 4-quinolinecarboxaldehyde (8.12 g) in anhydrous THF (80 ml) at −78° C. under nitrogen. The mixture was stirred for a further 1 hour at −78° C. then quenched with glacial acetic acid (10 ml), allowed to warm to room temperature, diluted with saturated sodium bicarbonate solution (100 ml) and extracted into ethyl acetate (2×100 ml). The c... The reactants are C(CCC)C1=NC2=CC=C(C=C2C(N1CC1=CC=C(C=C1)C1=C(C=CC=C1)C(=O)OC(C)(C)C)=O)[N+](=O)[O-] (2-Butyl-3-[(2'-(t-butoxycarbonyl)biphen-4-yl)methyl]-6-nitroquinazolin-4(3H)-one), [H][H] (hydrogen). The reagents and catalysts are [Pd] (Pd/C). The solvent is CO (MeOH). Product: NC=1C=C2C(N(C(=NC2=CC1)CCCC)CC1=CC=C(C=C1)C1=C(C=CC=C1)C(=O)OC(C)(C)C)=O (6-Amino-2-butyl-3-[(2'-(t-butoxycarbonyl)biphen-4-yl)-methyl]quinazolin-4(3H)-one). RXN SMILES: [CH2:1]([C:5]1[N:14]([CH2:15][C:16]2[CH:21]=[CH:20][C:19]([C:22]3[CH:27]=[CH:26][CH:25]=[CH:24][C:23]=3[C:28]([O:30][C:31]([CH3:34])([CH3:33])[CH3:32])=[O:29])=[CH:18][CH:17]=2)[C:13](=[O:35])[C:12]2[C:7](=[CH:8][CH:9]=[C:10]([N+:36]([O-])=O)[CH:11]=2)[N:6]=1)[CH2:2][CH2:3][CH3:4].[H][H]>CO.[Pd]>[NH2:36][C:10]1[CH:11]=[C:12]2[C:7](=[CH:8][CH:9]=1)[N:6]=[C:5]([CH2:1][CH2:2][CH2:3][CH3:4])[N:14]([CH2:15][C:16]1[CH:21]=[CH:20][C:19]([C:22]3[CH:27]=[CH:26][CH:25]=[CH:24][C:23]=3[C:28]([O:30][C:31]([CH3:34])([CH3:33])[CH3:32])=[O:29])=[CH:18][CH:17]=1)[C:13]2=[O:35]. Procedure: 0.11 g (0.21 mmol) of 2-butyl-3-[(2'-(t-butoxycarbonyl)biphen-4-yl)methyl]-6-nitroquinazolin-3(1H)-one (Example 27) was suspended in 7.5 mL of MeOH and hydrogenated over 55 mg of 10% Pd/C under an atmospheric pressure hydrogen blanket. After 1 hour the reaction mixture was filtered through celite and the filtrate concentrated in vacuo. The residue was purified by flash chromatography over silica gel eluting with 50% EtOAc/hexane to give a white foam. 1H-NMR (CDCl3): 0.94 (t, 3H, J=7. Hz), 1.23 (... Reactants: CN1CCOCC1, CN1C(=O)COc2c(C(=O)O)cccc21, ClC(Cl)Cl, [Cl-], NC1CN2CCC1CC2. Yields the product Cl, CN1C(=O)COc2c(C(=O)NC3CN4CCC3CC4)cccc21. Reaction SMILES: [CH3:10][N:11]1[CH2:12][CH2:13][O:14][CH2:15][CH2:16]1.[CH3:18][N:19]1[C:20](=[O:32])[CH2:21][O:22][c:23]2[c:24]1[cH:25][cH:26][cH:27][c:28]2[C:29](=[O:30])[OH:31].[CH:33]([Cl:34])([Cl:35])[Cl:36].[Cl-:17].[NH2:1][CH:2]1[CH2:3][N:4]2[CH2:5][CH2:6][CH:7]1[CH2:8][CH2:9]2>>[ClH:17].[NH:1]([CH:2]1[CH2:3][N:4]2[CH2:5][CH2:6][CH:7]1[CH2:8][CH2:9]2)[C:29]([c:28]1[c:23]2[c:24]([cH:25][cH:26][cH:27]1)[N:19]([CH3:18])[C:20](=[O:32])[CH2:21][O:22]2)=[O:30]. The reactants are O1CCOCC1 (dioxan), [BH4-].[K+] (Potassium borohydride), COC=1C=C2C(C(=O)N(C2=O)CCC2=CC=CC=C2)=CC1OC (4,5-dimethoxy-N-phenethyl phthalimide), mixture, CO (methanol). Solvent: O (water). Yields the product OC1N(C(C2=CC(=C(C=C12)OC)OC)=O)CCC1=CC=CC=C1 (3-Hydroxy-2-phenethyl-5,6-dimethoxy-2,3-dihydro-1H-isoindol-1-one). Yield: 96.9%. RXN SMILES: [BH4-].[K+].[CH3:3][O:4][C:5]1[CH:6]=[C:7]2[C:12](=[O:13])[N:11]([CH2:14][CH2:15][C:16]3[CH:21]=[CH:20][CH:19]=[CH:18][CH:17]=3)[C:9](=[O:10])[C:8]2=[CH:22][C:23]=1[O:24][CH3:25].O1CCOCC1.CO>O>[OH:13][CH:12]1[C:7]2[C:8](=[CH:22][C:23]([O:24][CH3:25])=[C:5]([O:4][CH3:3])[CH:6]=2)[C:9](=[O:10])[N:11]1[CH2:14][CH2:15][C:16]1[CH:21]=[CH:20][CH:19]=[CH:18][CH:17]=1 |f:0.1|. Procedure: Potassium borohydride (4.87 g) dissolved in distilled water (58.7 cc) is added to 4,5-dimethoxy-N-phenethyl phthalimide (28 g) suspended in a mixture (180 cc) consisting of equal volumes of dioxan and methanol. The reaction mixture is heated under reflux for 2 hours and then concentrated to a volume of 60 cc and distilled water (450 cc) is added. After cooling, the resulting precipitate is filtered off, washed three times with distilled water (total 1000 cc) and dried under reduced pressure (20 ... The reactants are C1(CCCC1)CC(=O)O (cyclopentylacetic acid), Cl.N[C@@H](C)C(=O)NC1C(N(C2=C(N(C1=O)C1=CC=CC=C1)C=CC=C2)C2=CC=CC=C2)=O (3-(L-Alaninyl)amino-2,4-dioxo-1,5-bis-phenyl-2,3,4,5-tetrahydro-1H-1,5-benzodiazepine hydrochloride). The product is C1(CCCC1)CC(=O)N[C@@H](C)C(=O)NC1C(N(C2=C(N(C1=O)C1=CC=CC=C1)C=CC=C2)C2=CC=CC=C2)=O (3-[N′-(Cyclopentylacetyl)-L-alaninyl]amino-2,4-dioxo-1,5-bis-phenyl-2,3,4,5-tetrahydro-1H-1,5-benzodiazepine). Reaction SMILES: [CH:1]1([CH2:6][C:7]([OH:9])=O)[CH2:5][CH2:4][CH2:3][CH2:2]1.Cl.[NH2:11][C@H:12]([C:14]([NH:16][CH:17]1[C:23](=[O:24])[N:22]([C:25]2[CH:30]=[CH:29][CH:28]=[CH:27][CH:26]=2)[C:21]2[CH:31]=[CH:32][CH:33]=[CH:34][C:20]=2[N:19]([C:35]2[CH:40]=[CH:39][CH:38]=[CH:37][CH:36]=2)[C:18]1=[O:41])=[O:15])[CH3:13]>>[CH:1]1([CH2:6][C:7]([NH:11][C@H:12]([C:14]([NH:16][CH:17]2[C:18](=[O:41])[N:19]([C:35]3[CH:40]=[CH:39][CH:38]=[CH:37][CH:36]=3)[C:20]3[CH:34]=[CH:33][CH:32]=[CH:31][C:21]=3[N:22]([C:25]3[CH:26]=[CH:27][CH:28]=[CH:29][CH:30]=3)[C:23]2=[O:24])=[O:15])[CH3:13])=[O:9])[CH2:2][CH2:3][CH2:4][CH2:5]1 |f:1.2|. Reported procedure: Following General Procedure I above using cyclopentylacetic acid (Aldrich) and 3-(L-alaninyl)-amino-2,4-dioxo-1,5-bis-phenyl-2,3,4,5-tetrahydro-1H-1,5-benzodiazepine hydrochloride (Example 8-W), the title compound was prepared as an amorphous white solid. Purification was by flash chromatography eluting with CH2Cl2/EtOAc (1:1). Rf=0.44 (CH2Cl2/EtOAc, 1:1).